This data is from the Open Reaction Database (ORD), a public repository of structured organic reaction records. The task is: describe an organic reaction: reactants, conditions, products, and yield Reactants: CCN(C(C)C)C(C)C, Clc1ccc(Cn2ncnc2C2CCCN2)cc1, O=C(Cl)Cl, ClCCl. Yields the product O=C(Cl)N1CCCC1c1ncnn1Cc1ccc(Cl)cc1. As a reaction SMILES: [CH:19]([N:20]([CH2:21][CH3:22])[CH:23]([CH3:24])[CH3:25])([CH3:26])[CH3:27].[Cl:1][c:2]1[cH:3][cH:4][c:5]([CH2:6][n:7]2[n:8][cH:9][n:10][c:11]2[CH:12]2[NH:13][CH2:14][CH2:15][CH2:16]2)[cH:17][cH:18]1.[Cl:28][C:29]([Cl:30])=[O:31].[Cl:32][CH2:33][Cl:34]>>[Cl:1][c:2]1[cH:3][cH:4][c:5]([CH2:6][n:7]2[n:8][cH:9][n:10][c:11]2[CH:12]2[N:13]([C:29]([Cl:28])=[O:31])[CH2:14][CH2:15][CH2:16]2)[cH:17][cH:18]1. The reactants are COC(=O)c1ccc(OCc2ccccc2)cc1O, CCO, CO, N. Yields the product NC(=O)c1ccc(OCc2ccccc2)cc1O. Reaction SMILES: [CH2:1]([c:2]1[cH:3][cH:4][cH:5][cH:6][cH:7]1)[O:8][c:9]1[cH:10][c:11]([OH:19])[c:12]([C:13](=[O:14])[O:15][CH3:16])[cH:17][cH:18]1.[CH3:21][CH2:22][OH:23].[CH3:24][OH:25].[NH3:20]>>[CH2:1]([c:2]1[cH:3][cH:4][cH:5][cH:6][cH:7]1)[O:8][c:9]1[cH:10][c:11]([OH:19])[c:12]([C:13](=[O:14])[NH2:20])[cH:17][cH:18]1. Starting materials: CC=1N=CC(=NC1C)C(=O)O (5,6-dimethylpyrazine-2-carboxylic acid), S(=O)(Cl)Cl (thionyl chloride), CO (methanol). Conditions: time 2 hour. The product is Cl.CC=1N=CC(=NC1C)C(=O)OC (Methyl 5,6-dimethylpyrazine-2-carboxylate hydrochloride). Reaction SMILES: [CH3:1][C:2]1[N:3]=[CH:4][C:5]([C:9]([OH:11])=[O:10])=[N:6][C:7]=1[CH3:8].S(Cl)([Cl:14])=O.[CH3:16]O>>[ClH:14].[CH3:1][C:2]1[N:3]=[CH:4][C:5]([C:9]([O:11][CH3:16])=[O:10])=[N:6][C:7]=1[CH3:8] |f:3.4|. Procedure details: To a solution of 5,6-dimethylpyrazine-2-carboxylic acid (580 mg, 3.82 mmol) in methanol (20 mL) was added thionyl chloride (1.82 g, 15.3 mmol) slowly at 0° C. and the mixture was stirred for 2 h and then heated to reflux for 16 h. The reaction was then cooled to r.t. and concentrated to give the crude product as a yellow solid (700 mg). MS (ESI): m/z 167.1 [M+H]+. Reactants: CSC=1C2=C(N=CN1)C=NN2 (7-(methylthio)-1H-pyrazolo[4,3-d]pyrimidine), [H-].[Na+] (sodium hydride), BrCC1=CC=C(C(=O)OC)C=C1 (methyl 4-(bromomethyl)benzoate). The solvent is CN(C=O)C (N,N-dimethylformamide), C(C)(=O)OCC (ethyl acetate). Conditions: time 10 minute. Yields the product CSC=1C2=C(N=CN1)C=NN2CC2=CC=C(C(=O)OC)C=C2 (methyl 4-{[7-(methylthio)-1H-pyrazolo[4,3-d]pyrimidin-1-yl]methyl}benzoate), CSC=1C=2C(N=CN1)=CN(N2)CC2=CC=C(C(=O)OC)C=C2 (methyl 4-{[7-(methylthio)-2H-pyrazolo[4,3-d]pyrimidin-2-yl]methyl}benzoate). Reaction SMILES: [CH3:1][S:2][C:3]1[C:4]2[NH:11][N:10]=[CH:9][C:5]=2[N:6]=[CH:7][N:8]=1.[H-].[Na+].Br[CH2:15][C:16]1[CH:25]=[CH:24][C:19]([C:20]([O:22][CH3:23])=[O:21])=[CH:18][CH:17]=1>CN(C)C=O.C(OCC)(=O)C>[CH3:1][S:2][C:3]1[C:4]2[N:11]([CH2:15][C:16]3[CH:25]=[CH:24][C:19]([C:20]([O:22][CH3:23])=[O:21])=[CH:18][CH:17]=3)[N:10]=[CH:9][C:5]=2[N:6]=[CH:7][N:8]=1.[CH3:1][S:2][C:3]1[C:4]2[C:5](=[CH:9][N:10]([CH2:15][C:16]3[CH:25]=[CH:24][C:19]([C:20]([O:22][CH3:23])=[O:21])=[CH:18][CH:17]=3)[N:11]=2)[N:6]=[CH:7][N:8]=1 |f:1.2|. Procedure details: To a solution of 7-(methylthio)-1H-pyrazolo[4,3-d]pyrimidine (400 mg) in N,N-dimethylformamide (8 mL) was added 60% sodium hydride (98 mg) under ice-cooling, and the mixture was stirred at room temperature for 10 min. Then, methyl 4-(bromomethyl)benzoate (606 mg) was added under ice-cooling, and the mixture was stirred at room temperature for 30 min. After the completion of the reaction, the mixture was diluted with ethyl acetate and washed with saturated aqueous sodium hydrogen carbonate and sa... The reactants are OC1(CC(=O)OC(C1)CCC1=CC(=C(C=C1)O)OC)C (3-hydroxy-3-methyl-7-(p-hydroxy-m-methoxyphenyl)-5-heptanolide), C(C)(=O)OC(C)=O (acetic anhydride), O (water). Solvent: N1=CC=CC=C1 (pyridine). Conditions: time 8 hour. Yields the product OC1(CC(=O)OC(C1)CCC1=CC(=C(C=C1)OC(C)=O)OC)C (3-Hydroxy-3-methyl-7-(p-acetoxy-m-methoxyphenyl)-5-heptanolide). As a reaction SMILES: [OH:1][C:2]1([CH3:20])[CH2:8][CH:7]([CH2:9][CH2:10][C:11]2[CH:16]=[CH:15][C:14]([OH:17])=[C:13]([O:18][CH3:19])[CH:12]=2)[O:6][C:4](=[O:5])[CH2:3]1.[C:21](OC(=O)C)(=[O:23])[CH3:22].O>N1C=CC=CC=1>[OH:1][C:2]1([CH3:20])[CH2:8][CH:7]([CH2:9][CH2:10][C:11]2[CH:16]=[CH:15][C:14]([O:17][C:21](=[O:23])[CH3:22])=[C:13]([O:18][CH3:19])[CH:12]=2)[O:6][C:4](=[O:5])[CH2:3]1. Reported procedure: To a solution of 100 mg of 3-hydroxy-3-methyl-7-(p-hydroxy-m-methoxyphenyl)-5-heptanolide in 1 ml of pyridine was added 1 ml of acetic anhydride and the mixture was stirred overnight at room temperature. After completion of the reaction, water was added to the reaction mixture and the mixture was extracted with ethyl acetate. Evaporation of the solvent from the extract yielded the desired compound as a colorless oily substance, Starting materials: 4-(2-acetamidoethyl)-acetophenone, N1CCOCC1 (morpholine), [S] (sulfur), C(CCC)OC1=C(C(=O)NCCC2=CC=C(C=C2)CC(=O)OCC)C=C(C=C1)Cl (ethyl 4-[2-(2-butoxy-5-chlorobenzamido)-ethyl]-phenylacetate). Product: C(C)(=O)NCCC1=CC=C(C=C1)CC(=O)O (4-(2-acetamidoethyl)-phenylacetic acid). RXN SMILES: C(OC1C=CC(Cl)=C[C:7]=1[C:8]([NH:10][CH2:11][CH2:12][C:13]1[CH:18]=[CH:17][C:16]([CH2:19][C:20]([O:22]CC)=[O:21])=[CH:15][CH:14]=1)=[O:9])CCC.N1CCOCC1.[S]>>[C:8]([NH:10][CH2:11][CH2:12][C:13]1[CH:18]=[CH:17][C:16]([CH2:19][C:20]([OH:22])=[O:21])=[CH:15][CH:14]=1)(=[O:9])[CH3:7] |^3:35|. Reported procedure: The ethyl 4-(2-aminoethyl)-phenylacetate hydrochloride used as starting material is prepared in the following manner: 4-(2-acetamidoethyl)-acetophenone is reacted with morpholine and sulfur to give the thiomorpholide of 4-(2-acetamidoethyl)-phenylacetic acid (m.p. 117°-118° C.). Subsequent alkaline saponification, followed by esterification with ethanolic hydrochloric acid, gives ethyl 4-(2-aminoethyl)-phenylacetate hydrochloride; m.p. 177°-178° C., after recrystallization from ethanol. Starting materials: solution, C(=C)[Mg]Br (vinylmagnesium bromide), CON(C(CC1=CC=CC=C1)=O)C (N-methoxy-N-methylphenylacetamide), Cl (HCl). Run in O1CCCC1 (tetrahydrofuran), O1CCCC1 (THF). Run at time 2 hour. The product is C1(=CC=CC=C1)CC(C=C)=O (4-phenyl-but-1-ene-3-one). Isolated yield 73.0%. RXN SMILES: [CH:1]([Mg]Br)=[CH2:2].CON(C)[C:8](=[O:16])[CH2:9][C:10]1[CH:15]=[CH:14][CH:13]=[CH:12][CH:11]=1.Cl>O1CCCC1>[C:10]1([CH2:9][C:8](=[O:16])[CH:1]=[CH2:2])[CH:15]=[CH:14][CH:13]=[CH:12][CH:11]=1. Procedure: A 1M solution of vinylmagnesium bromide in THF (80 mL, 80 mmol) was added dropwise to a stirred solution of N-methoxy-N-methylphenylacetamide (12.8 g, 71.5 mmol) in distilled tetrahydrofuran (THF) (200 mL), cooled to 0°-5° C. in an ice-water bath. The solution was stirred at 0°-5° C. for 2 h and was then poured into cold 1N HCl solution (150 mL). The THF layer was separated and the aqueous (aq.) layer was extracted with EtOAc (100 mL). Organic extracts were combined, dried (MgSO4), filtered and ... The reactants are O=C(O)CC(F)(F)C(F)(F)Br, ClCCl, [N-]=[N+]=[N-], [N-]=[N+]=[N-], [Na+], [Na+], [Na+], [Na+], [Na+], [Na+], [Na+], O=C([O-])O, O=C([O-])[O-], O=S([O-])S(=O)[O-], O=S(=O)(O)O, O=S(=O)(O)O. The product is NCC(F)(F)C(F)(F)Br. Reaction SMILES: [Br:1][C:2]([C:3]([CH2:4][C:5]([OH:6])=[O:7])([F:8])[F:9])([F:10])[F:11].[Cl:49][CH2:50][Cl:51].[N-:25]=[N+:26]=[N-:27].[N-:35]=[N+:36]=[N-:37].[Na+:18].[Na+:19].[Na+:24].[Na+:28].[Na+:34].[Na+:38].[Na+:39].[O-:20][C:21]([OH:22])=[O:23].[O-:40][C:41](=[O:42])[O-:43].[S:12]([S:13]([O-:14])=[O:15])([O-:16])=[O:17].[S:29](=[O:30])(=[O:31])([OH:32])[OH:33].[S:44](=[O:45])(=[O:46])([OH:47])[OH:48]>>[Br:1][C:2]([C:3]([CH2:4][NH2:25])([F:8])[F:9])([F:10])[F:11].